From a dataset of the Open Reaction Database (ORD), a public repository of structured organic reaction records. describe an organic reaction: reactants, conditions, products, and yield The reactants are C(=O)([O-])[O-].[K+].[K+] (K2CO3), C(CCCCCCC)N (octylamine), Cl (HCl). Reaction conditions: time 720 minute. Yields the product [Cl-].C(CCCCCCC)[NH3+] (octylammonium chloride). Reaction SMILES: C([O-])([O-])=O.[K+].[K+].[CH2:7]([NH2:15])[CH2:8][CH2:9][CH2:10][CH2:11][CH2:12][CH2:13][CH3:14].[ClH:16]>>[Cl-:16].[CH2:7]([NH3+:15])[CH2:8][CH2:9][CH2:10][CH2:11][CH2:12][CH2:13][CH3:14] |f:0.1.2,5.6|. Reported procedure: K2CO3, ZnO and TiO2 were thoroughly ground to form a homogeneous mixture having the stoichiometric K0.80 (Zn0.40 Ti1.60)O4 which was then fired in air in a ceramic crucible at 900° C. for 200 minutes and then at 1050° C. for 720 minutes. The product was then reground and refired under the same conditions. The resulting stiff powder was then ground to about 100 mesh to yield a product analyzed as K0.66 (ZN0.35 Ti1.49)O4. The d-layer spacing from X-ray powder diffraction d(A) was measured as 7.83.... Starting materials: C(C)(C)(C)OC(=O)N1CC2=CC(=CC=C2C[C@H]1C(=O)O)O ((S)-2-Tert-butoxycarbonyl-1,2,3,4-tetrahydro-7-hydroxyisoquinoline-3-carboxylic acid), O (water), Cl (hydrochloric acid), C(CCCCCCC)Br (octyl bromide). The solvent is [OH-].[Na+] (NaOH), CS(=O)C (dimethylsulfoxide), C(C)(=O)OCC (ethyl acetate). Conditions: temperature 80 celsius. Yields the product C(C)(C)(C)OC(=O)N1CC2=CC(=CC=C2C[C@H]1C(=O)O)OCCCCCCCC ((S)-2-Tert-butoxycarbonyl-1,2,3,4-tetrahydro-7-octyloxyisoquinoline-3-carboxylic acid). As a reaction SMILES: [C:1]([O:5][C:6]([N:8]1[C@H:17]([C:18]([OH:20])=[O:19])[CH2:16][C:15]2[C:10](=[CH:11][C:12]([OH:21])=[CH:13][CH:14]=2)[CH2:9]1)=[O:7])([CH3:4])([CH3:3])[CH3:2].[CH2:22](Br)[CH2:23][CH2:24][CH2:25][CH2:26][CH2:27][CH2:28][CH3:29].O.Cl>[OH-].[Na+].CS(C)=O.C(OCC)(=O)C>[C:1]([O:5][C:6]([N:8]1[C@H:17]([C:18]([OH:20])=[O:19])[CH2:16][C:15]2[C:10](=[CH:11][C:12]([O:21][CH2:22][CH2:23][CH2:24][CH2:25][CH2:26][CH2:27][CH2:28][CH3:29])=[CH:13][CH:14]=2)[CH2:9]1)=[O:7])([CH3:4])([CH3:2])[CH3:3] |f:4.5|. Reported procedure: A solution of (S)-2-Tert-butoxycarbonyl-1,2,3,4-tetrahydro-7-hydroxyisoquinoline-3-carboxylic acid (1 g) in a mixture of 10% NaOH aqueous solution (2.73 ml) and dimethylsulfoxide (11 ml) was stirred for half an hour at 80° C. Then, octyl bromide (0.589 ml) was added thereto, and stirred for 4 hours at 60° C. The reaction mixture was added to a mixture of water and ethyl acetate, and adjusted to pH 2.5 with conc. hydrochloric acid. The organic layer was taken, and dried over magnesium sulfate. Th... The reactants are CN(C)CCNc1ccc(C=O)c2sc3ccccc3c(=O)c12, NC=O, O=CO, [Na+], [OH-], O. The product is CN(C)CCNc1ccc(CNC=O)c2sc3ccccc3c(=O)c12. As a reaction SMILES: [CH3:1][N:2]([CH2:3][CH2:4][NH:5][c:6]1[cH:7][cH:8][c:9]([CH:21]=[O:22])[c:10]2[s:11][c:12]3[cH:13][cH:14][cH:15][cH:16][c:17]3[c:18](=[O:20])[c:19]12)[CH3:23].[CH:24](=[O:25])[NH2:26].[CH:27]([OH:28])=[O:29].[Na+:31].[OH-:30].[OH2:32]>>[CH3:1][N:2]([CH2:3][CH2:4][NH:5][c:6]1[cH:7][cH:8][c:9]([CH2:21][NH:26][CH:24]=[O:25])[c:10]2[s:11][c:12]3[cH:13][cH:14][cH:15][cH:16][c:17]3[c:18](=[O:20])[c:19]12)[CH3:23].